Dataset: the Open Reaction Database (ORD), a public repository of structured organic reaction records. Task: describe an organic reaction: reactants, conditions, products, and yield Starting materials: CCOCc1nc2cnc3cccnc3c2n1Cc1cc(-c2ccc(F)cc2)no1, ClCCl, O=C(OO)c1cccc(Cl)c1. The product is CCOCc1nc2c[n+]([O-])c3cccnc3c2n1Cc1cc(-c2ccc(F)cc2)no1. Reaction SMILES: [CH2:12]([CH3:13])[O:14][CH2:15][c:16]1[n:17]([CH2:29][c:30]2[cH:31][c:32](-[c:35]3[cH:36][cH:37][c:38]([F:41])[cH:39][cH:40]3)[n:33][o:34]2)[c:18]2[c:19]([cH:20][n:21][c:22]3[cH:23][cH:24][cH:25][n:26][c:27]23)[n:28]1.[Cl:42][CH2:43][Cl:44].[OH:1][O:2][C:3]([c:4]1[cH:5][c:6]([Cl:7])[cH:8][cH:9][cH:10]1)=[O:11]>>[O-:1][n+:21]1[cH:20][c:19]2[c:18]([n:17]([CH2:29][c:30]3[cH:31][c:32](-[c:35]4[cH:36][cH:37][c:38]([F:41])[cH:39][cH:40]4)[n:33][o:34]3)[c:16]([CH2:15][O:14][CH2:12][CH3:13])[n:28]2)[c:27]2[c:22]1[cH:23][cH:24][cH:25][n:26]2. Starting materials: C(CC)S (n-PrSH), ice, BrC=1C=C(C(=NC1)Cl)Cl (5-bromo-2,3-dichloropyridine), [OH-].[Na+] (NaOH), O (H2O). Run in CS(=O)C (DMSO). Run at temperature 20 celsius, time 4 hour. The product is BrC=1C=C(C(=NC1)SCCC)Cl (5-bromo-3-chloro-2-propylsulfanylpyridine). Reaction SMILES: [Br:1][C:2]1[CH:3]=[C:4]([Cl:9])[C:5](Cl)=[N:6][CH:7]=1.[OH-].[Na+].O.[CH2:13]([SH:16])[CH2:14][CH3:15]>CS(C)=O>[Br:1][C:2]1[CH:3]=[C:4]([Cl:9])[C:5]([S:16][CH2:13][CH2:14][CH3:15])=[N:6][CH:7]=1 |f:1.2|. Procedure details: A mixture of 5-bromo-2,3-dichloropyridine (4.47 g, 19.7 mmol) and NaOH (867 mg, 21.7 mmol) in DMSO (50 mL) was treated with sufficient H2O to effect dissolution. n-PrSH (1.96 mL, 21.7 mmol) was added, then the reaction was stirred at 20° C. for 4 h. The mixture was poured onto crushed ice (200 g) and then extracted with CH2Cl2 (2×100 mL). The combined CH2Cl2 extracts were washed with H2O (3×100 mL) and brine (3×100 mL), before being dried (MgSO4). Filtration, solvent evaporation, and column chro... Reaction SMILES: [C:15](=[O:16])=[O:17].[C:1]([CH3:2])([CH3:3])([CH3:4])[c:5]1[o:6][cH:7][cH:8][cH:9]1.[CH2:10]([Li:11])[CH2:12][CH2:13][CH3:14].[CH2:18]1[O:19][CH2:20][CH2:21][CH2:22]1>>[C:1]([CH3:2])([CH3:3])([CH3:4])[c:5]1[o:6][c:7]([C:15](=[O:16])[OH:17])[cH:8][cH:9]1. The product is CC(C)(C)c1ccc(C(=O)O)o1. Starting materials: O=C=O, CC(C)(C)c1ccco1, [Li]CCCC, C1CCOC1.